Dataset: the Open Reaction Database (ORD), a public repository of structured organic reaction records. Task: describe an organic reaction: reactants, conditions, products, and yield The reactants are CC(=O)O, Cl, Nc1ccc2cc(S(=O)(=O)O)cc([N+](=O)[O-])c2c1, Nc1ccc([N+](=O)[O-])cc1S(=O)(=O)O, [Na+], [Na], [Na], [Na], O=[N+]([O-])[O-], O, O, O, O. Product: Nc1ccc2cc(S(=O)(=O)O)cc([N+](=O)[O-])c2c1N=Nc1ccc([N+](=O)[O-])cc1S(=O)(=O)O. As a reaction SMILES: [CH3:46][C:47](=[O:48])[OH:49].[ClH:21].[NH2:26][c:27]1[cH:28][c:29]2[c:30]([N+:41](=[O:42])[O-:43])[cH:31][c:32]([S:37](=[O:38])(=[O:39])[OH:40])[cH:33][c:34]2[cH:35][cH:36]1.[NH2:2][c:3]1[c:4]([S:12](=[O:13])(=[O:14])[OH:15])[cH:5][c:6]([N+:9](=[O:10])[O-:11])[cH:7][cH:8]1.[Na+:16].[Na:1].[Na:25].[Na:44].[O-:17][N+:18](=[O:19])[O-:20].[OH2:22].[OH2:23].[OH2:24].[OH2:45]>>[N:2]([c:3]1[c:4]([S:12](=[O:13])(=[O:14])[OH:15])[cH:5][c:6]([N+:9](=[O:10])[O-:11])[cH:7][cH:8]1)=[N:18][c:28]1[c:27]([NH2:26])[cH:36][cH:35][c:34]2[c:29]1[c:30]([N+:41](=[O:42])[O-:43])[cH:31][c:32]([S:37](=[O:38])(=[O:39])[OH:40])[cH:33]2.